This data is from the Open Reaction Database (ORD), a public repository of structured organic reaction records. The task is: describe an organic reaction: reactants, conditions, products, and yield The reactants are ClC=1C(=C(C=CC1[N+](=O)[O-])C)OC (3-chloro-2-methoxy-4-nitrotoluene), OS(=O)(=O)O (H2SO4). Reagents/catalysts: [O-2].[O-2].[O-2].[Cr+6] (Chromium trioxide). Solvent: C(C)(=O)O (acetic acid), C(C)(=O)OC(C)=O (acetic anhydride). Run at temperature 2.5 celsius, time 30 minute. Yields the product ClC=1C(=C(C=O)C=CC1[N+](=O)[O-])OC (3-chloro-2-methoxy-4-nitrobenzaldehyde). Reaction SMILES: [Cl:1][C:2]1[C:3]([O:12][CH3:13])=[C:4]([CH3:11])[CH:5]=[CH:6][C:7]=1[N+:8]([O-:10])=[O:9].[OH:14]S(O)(=O)=O>C(O)(=O)C.C(OC(=O)C)(=O)C.[O-2].[O-2].[O-2].[Cr+6]>[Cl:1][C:2]1[C:3]([O:12][CH3:13])=[C:4]([CH:5]=[CH:6][C:7]=1[N+:8]([O-:10])=[O:9])[CH:11]=[O:14] |f:4.5.6.7|. Reported procedure: A solution of 3-chloro-2-methoxy-4-nitrotoluene (1.0 g, 5.0 mmol) in acetic acid (10 mL) and acetic anhydride (10 mL) was cooled to 5° C. and treated with 1 mL conc. H2SO4. Chromium trioxide (1.4 g, 14 mmol) was added in portions over 10 minutes while the reaction temperature was maintained at 0-5° C. After 30 minutes at this temperature, the mixture was poured onto ice-water (20 g) and the mixture was extracted with ethyl acetate (2×25 mL). The combined organic phases were washed with brine, dr... The reactants are NC1=C(C=C(C=C1)N1CCN(CCC1)C(=O)OC(C)(C)C)NS(=O)(=O)C1=CC=CC=C1 (N-{2-amino-5-(4-t-butyloxycarbonyl-1,4-diazepan-1-yl)-phenyl}benzenesulfonamide), FC=1C=CC(=C(C1)S(=O)(=O)Cl)C (5-fluoro-2-methylbenzenesulfonylchloride). The product is Cl.N1(CCNCCC1)C1=CC(=C(C=C1)NS(=O)(=O)C1=C(C=CC(=C1)F)C)NS(=O)(=O)C1=CC=CC=C1 (N-{4-(1,4-diazepan-1-yl)-2-[(phenylsulfonyl)amino]phenyl}-5-fluoro-2-methylbenzenesulfonamide hydrochloride). As a reaction SMILES: [NH2:1][C:2]1[CH:7]=[CH:6][C:5]([N:8]2[CH2:14][CH2:13][CH2:12][N:11](C(OC(C)(C)C)=O)[CH2:10][CH2:9]2)=[CH:4][C:3]=1[NH:22][S:23]([C:26]1[CH:31]=[CH:30][CH:29]=[CH:28][CH:27]=1)(=[O:25])=[O:24].[F:32][C:33]1[CH:34]=[CH:35][C:36]([CH3:43])=[C:37]([S:39]([Cl:42])(=[O:41])=[O:40])[CH:38]=1>>[ClH:42].[N:8]1([C:5]2[CH:6]=[CH:7][C:2]([NH:1][S:39]([C:37]3[CH:38]=[C:33]([F:32])[CH:34]=[CH:35][C:36]=3[CH3:43])(=[O:41])=[O:40])=[C:3]([NH:22][S:23]([C:26]3[CH:27]=[CH:28][CH:29]=[CH:30][CH:31]=3)(=[O:25])=[O:24])[CH:4]=2)[CH2:14][CH2:13][CH2:12][NH:11][CH2:10][CH2:9]1 |f:2.3|. Reported procedure: The compound was synthesized from of N-{2-amino-5-(4-t-butyloxycarbonyl-1,4-diazepan-1-yl)-phenyl}benzenesulfonamide and 5-fluoro-2-methylbenzenesulfonylchloride (56 mg, 0.269 mmole) to give 7 mg as purple solid. M+1 519.3 Calcd 519.15; 1HNMR δ 7.78-7.18 (m, 8H), 6.72 (d, 1H), 6.45 (dd, 1H), 6.34 (d, 1H), 3.59 (app t, 2H), 3.38 (app t, 2H), 3.21 (app t, 2H), 3.13 (app t, 2H), 2.57 (s, 3H), 2.06-1.98 (m, 2H). Reactants: [N+](=O)([O-])C1=CC=CC=2C(C=C(OC21)C2=NN=NN2)=O (5-(8-nitro-4-oxo-4H-1-benzopyran-2-yl)tetrazole), Cl (hydrochloric acid). The reagents and catalysts are [Pd] (palladium on carbon). Solvent: CO (methanol). Conditions: time 18 hour. Yields the product NC1=CC=CC=2C(C=C(OC21)C2=NN=NN2)=O (5-(8-amino-4-oxo-4H-1-benzopyran-2-yl)tetrazole). Reaction SMILES: [N+:1]([C:4]1[C:13]2[O:12][C:11]([C:14]3[NH:18][N:17]=[N:16][N:15]=3)=[CH:10][C:9](=[O:19])[C:8]=2[CH:7]=[CH:6][CH:5]=1)([O-])=O.Cl>CO.[Pd]>[NH2:1][C:4]1[C:13]2[O:12][C:11]([C:14]3[NH:18][N:17]=[N:16][N:15]=3)=[CH:10][C:9](=[O:19])[C:8]=2[CH:7]=[CH:6][CH:5]=1. Procedure details: 1.59 g of the nitro compound obtained in Example 36, Step 3, above, is suspended in 46 ml of methanol to which 1 ml of concentrated hydrochloric acid, and 0.17 g of 5% palladium on carbon are added. The mixture is stirred under hydrogen at atmospheric pressure for 18 hours, filtered, and the filtrate concentrated in vacuo to 1.10 g 5-(8-amino-4-oxo-4H-1-benzopyran-2-yl)tetrazole. The reactants are CC1(C=2C=CC(=CC2C(CC1)(C)C)C(CCCCC)=O)C (1-(5,5,8,8-tetramethyl-5,6,7,8-tetrahydro-naphthalen-2-yl)-1-hexanone). The reagents and catalysts are [Pd] (palladium on carbon), Cl (HCl). Run in C(C)O (ethanol). Conditions: time 3 hour. Yields the product C(CCCCC)C1=CC=2C(CCC(C2C=C1)(C)C)(C)C (2-Hexyl-5,5,8,8-tetramethyl-5,6,7,8-tetrahydronaphthalene). Yield: 92.2%. Reaction SMILES: [CH3:1][C:2]1([CH3:21])[CH2:11][CH2:10][C:9]([CH3:13])([CH3:12])[C:8]2[CH:7]=[C:6]([C:14](=O)[CH2:15][CH2:16][CH2:17][CH2:18][CH3:19])[CH:5]=[CH:4][C:3]1=2>C(O)C.[Pd].Cl>[CH2:14]([C:6]1[CH:5]=[CH:4][C:3]2[C:2]([CH3:21])([CH3:1])[CH2:11][CH2:10][C:9]([CH3:12])([CH3:13])[C:8]=2[CH:7]=1)[CH2:15][CH2:16][CH2:17][CH2:18][CH3:19]. Procedure: A solution of 13.8 g of 1-(5,5,8,8-tetramethyl-5,6,7,8-tetrahydro-naphthalen-2-yl)-1-hexanone (from Example 1.1) in 200 ml ethanol abs., containing 2 g of palladium on carbon 10% and 3 drops of HCl 25%, was subjected to H2 atmosphere for 3 hours (until consumption of theoretical amount H2 is reached and thin layer chromatography showed no more starting material was present). The mixture was filtered and concentrated in vacuo. The residue was diluted in 200 ml ether, dried over MgSO4, filtered an... Starting materials: C1NCCC2=CC=C(C=C12)S(=O)(=O)N(C1=CC=C(C=C1)C)CC(=O)O ([(1,2,3,4-tetrahydro-isoquinoline-7-sulfonyl)-p-tolyl-amino]-acetic acid), C(C)NCC1=NC=CC=C1 (ethyl-pyridin-2-ylmethyl-amine), C(C)N(C(CN(C1=CC=C(C=C1)C)S(=O)(=O)C1=CC=C2CCN(CC2=C1)C=O)=O)CC1=NC=CC=C1 (N-ethyl-2-[(2-formyl-1,2,3,4-tetrahydro-isoquinoline-7-sulfonyl)-p-tolyl-amino]-N-pyridin-2-ylmethyl-acetamide). The solvent is C(=O)O (formic acid). The product is C(C)N(C(CN(C1=CC=C(C=C1)C)S(=O)(=O)C1=CC=C2CCNCC2=C1)=O)CC1=NC=CC=C1 (N-Ethyl-N-pyridin-2-ylmethyl-2-[(1,2,3,4-tetrahydro-isoquinoline-7-sulfonyl)-p-tolyl-amino]-acetamide). RXN SMILES: C1C2C(=CC=C(S(N(CC(O)=O)C3C=CC(C)=CC=3)(=O)=O)C=2)CCN1.C(NCC1C=CC=CN=1)C.[CH2:36]([N:38]([CH2:65][C:66]1[CH:71]=[CH:70][CH:69]=[CH:68][N:67]=1)[C:39](=[O:64])[CH2:40][N:41]([S:49]([C:52]1[CH:61]=[C:60]2[C:55]([CH2:56][CH2:57][N:58](C=O)[CH2:59]2)=[CH:54][CH:53]=1)(=[O:51])=[O:50])[C:42]1[CH:47]=[CH:46][C:45]([CH3:48])=[CH:44][CH:43]=1)[CH3:37]>C(O)=O>[CH2:36]([N:38]([CH2:65][C:66]1[CH:71]=[CH:70][CH:69]=[CH:68][N:67]=1)[C:39](=[O:64])[CH2:40][N:41]([S:49]([C:52]1[CH:61]=[C:60]2[C:55]([CH2:56][CH2:57][NH:58][CH2:59]2)=[CH:54][CH:53]=1)(=[O:51])=[O:50])[C:42]1[CH:47]=[CH:46][C:45]([CH3:48])=[CH:44][CH:43]=1)[CH3:37]. Procedure: prepared by reaction of [(1,2,3,4-tetrahydro-isoquinoline-7-sulfonyl)-p-tolyl-amino]-acetic acid with ethyl-pyridin-2-ylmethyl-amine; due to the presence of formic acid in the eluent of the HPLC chromatography the product contained considerable amounts of N-ethyl-2-[(2-formyl-1,2,3,4-tetrahydro-isoquinoline-7-sulfonyl)-p-tolyl-amino]-N-pyridin-2-ylmethyl-acetamide (LC-MS: rt=0.77 min, 507 (M+1, ES+)) Reaction conditions: temperature 5 celsius. The solvent is C(C)(C)O (isopropyl alcohol). Yield: 72.4%. Procedure: To a flask having an inner volume of 25 ml and equipped with a stirring device and a thermometer were charged 2.10 g (10 mmol) of 5-amino-1-(2-hydroxyethyl)-4-nitrosopyrazole hydrochloride with a purity of 91.6% by weight synthesized in the same manner as in Example 4, 3.5 ml of water and 0.5 ml of isopropyl alcohol. Then, 1 ml (16 mmol) of 28% aqueous ammonia was gradually added dropwise to the mixture, and the resulting mixture was reacted for 30 minutes while maintaining the liquid temperatur... Reaction SMILES: Cl.[NH2:2][C:3]1[N:7]([CH2:8][CH2:9][OH:10])[N:6]=[CH:5][C:4]=1[N:11]=[O:12].O.N>C(O)(C)C>[NH2:2][C:3]1[N:7]([CH2:8][CH2:9][OH:10])[N:6]=[CH:5][C:4]=1[N:11]=[O:12] |f:0.1|. Product: NC1=C(C=NN1CCO)N=O (5-amino-1-(2-hydroxyethyl)-4-nitrosopyrazole). Starting materials: Cl.NC1=C(C=NN1CCO)N=O (5-amino-1-(2-hydroxyethyl)-4-nitrosopyrazole hydrochloride), O (water), N (ammonia). Reactants: C(C)(C)(C)OC(=O)N1CCC(CC1)NC1=NC(=NC(=N1)NCCO)OC (4-[4-(2-hydroxy-ethylamino)-6-methoxy-[1,3,5]triazin-2-ylamino]-piperidine-1-carboxylic acid tert-butyl ester), C(C)(C)(C)OC(=O)N1CCC(CC1)NC1=NC(=NC(=N1)Cl)OC (4-(4-chloro-6-methoxy-[1,3,5]triazin-2-ylamino)-piperidine-1-carboxylic acid tert-butyl ester), COCCN (2-methoxy-ethylamine), COC1=NC(=NC(=N1)NC1CCNCC1)NCCO (2-[4-methoxy-6-(piperidin-4-ylamino)-[1,3,5]triazin-2-ylamino]-ethanol). Yields the product COC1=NC(=NC(=N1)NCCOC)NC1CCNCC1 (6-Methoxy-N-(2-methoxy-ethyl)-N′-piperidin-4-yl-[1,3,5]triazine-2,4-diamine). As a reaction SMILES: C(OC([N:8]1[CH2:13][CH2:12][CH:11]([NH:14][C:15]2[N:20]=[C:19]([NH:21][CH2:22][CH2:23][OH:24])[N:18]=[C:17]([O:25][CH3:26])[N:16]=2)[CH2:10][CH2:9]1)=O)(C)(C)C.[C:27](OC(N1CCC(NC2N=C(Cl)N=C(OC)N=2)CC1)=O)(C)(C)C.COCCN.COC1N=C(NC2CCNCC2)N=C(NCCO)N=1>>[CH3:26][O:25][C:17]1[N:18]=[C:19]([NH:21][CH2:22][CH2:23][O:24][CH3:27])[N:20]=[C:15]([NH:14][CH:11]2[CH2:12][CH2:13][NH:8][CH2:9][CH2:10]2)[N:16]=1. Procedure: The compound was prepared in analogy to the synthesis of 4-[4-(2-hydroxy-ethylamino)-6-methoxy-[1,3,5]triazin-2-ylamino]-piperidine-1-carboxylic acid tert-butyl ester (intermediate C26/step 2) from 4-(4-chloro-6-methoxy-[1,3,5]triazin-2-ylamino)-piperidine-1-carboxylic acid tert-butyl ester (intermediate C26/step 1) and 2-methoxy-ethylamine, followed by BOC cleavage in analogy to the procedure described for 2-[4-methoxy-6-(piperidin-4-ylamino)-[1,3,5]triazin-2-ylamino]-ethanol (intermediate C26/... Starting materials: COC1=C(CNC)C=CC(=C1)OC ([2,4-dimethoxy-benzyl)-methyl-amine), BrC1=CC(=C(C=C1)S(=O)(=O)NC=1SC=CN1)F (4-bromo-2-fluoro-N-thiazol-2-yl-benzenesulfonamide), CC(C)([O-])C.[Na+] (sodium tert-butoxide), CC1(C2=CC=CC(=C2OC=2C(=CC=CC12)P(C1=CC=CC=C1)C1=CC=CC=C1)P(C1=CC=CC=C1)C1=CC=CC=C1)C (9,9-dimethyl-4,5-bis(diphenylphosphino)xanthene), O1CCOCC1 (1,4-dioxane). Reagents/catalysts: C=1C=CC(=CC1)/C=C/C(=O)/C=C/C2=CC=CC=C2.C=1C=CC(=CC1)/C=C/C(=O)/C=C/C2=CC=CC=C2.C=1C=CC(=CC1)/C=C/C(=O)/C=C/C2=CC=CC=C2.[Pd].[Pd] (Tris(dibenzylideneacetone)dipalladium(0)). Reaction conditions: temperature 100 celsius. The product is COC1=C(CN(C2=CC(=C(C=C2)S(=O)(=O)NC=2SC=CN2)F)C)C=CC(=C1)OC (4-[(2,4-Dimethoxy-benzyl)-methyl-amino]-2-fluoro-N-thiazol-2-yl-benzenesulfonamide). Reaction SMILES: Br[C:2]1[CH:7]=[CH:6][C:5]([S:8]([NH:11][C:12]2[S:13][CH:14]=[CH:15][N:16]=2)(=[O:10])=[O:9])=[C:4]([F:17])[CH:3]=1.CC(C)([O-])C.[Na+].CC1(C)C2C=CC=C(P(C3C=CC=CC=3)C3C=CC=CC=3)C=2OC2C1=CC=CC=2P(C1C=CC=CC=1)C1C=CC=CC=1.O1CCOCC1.[CH3:72][O:73][C:74]1[CH:82]=[C:81]([O:83][CH3:84])[CH:80]=[CH:79][C:75]=1[CH2:76][NH:77][CH3:78]>C1C=CC(/C=C/C(/C=C/C2C=CC=CC=2)=O)=CC=1.C1C=CC(/C=C/C(/C=C/C2C=CC=CC=2)=O)=CC=1.C1C=CC(/C=C/C(/C=C/C2C=CC=CC=2)=O)=CC=1.[Pd].[Pd]>[CH3:72][O:73][C:74]1[CH:82]=[C:81]([O:83][CH3:84])[CH:80]=[CH:79][C:75]=1[CH2:76][N:77]([CH3:78])[C:2]1[CH:7]=[CH:6][C:5]([S:8]([NH:11][C:12]2[S:13][CH:14]=[CH:15][N:16]=2)(=[O:10])=[O:9])=[C:4]([F:17])[CH:3]=1 |f:1.2,6.7.8.9.10|. Procedure details: Into a vial was added the [B] 4-bromo-2-fluoro-N-thiazol-2-yl-benzenesulfonamide (170 mg, 0.00050 mol), sodium tert-butoxide (117 mg, 0.00121 mol), 9,9-dimethyl-4,5-bis(diphenylphosphino)xanthene (18 mg, 0.000030 mol), Tris(dibenzylideneacetone)dipalladium(0) (9.3 mg, 0.000010 mol) and 1,4-dioxane (1.58 mL, 0.0202 mol). Argon was bubbled for 15 minutes. Into the reaction was added the [2,4-dimethoxy-benzyl)-methyl-amine (110 mg, 0.00061 mol) and the reaction mixture was heated at 100° C. overnig... Starting materials: (propargyl)Co2(CO)6 BF4−, C(C)(C)N(CC)C(C)C (diisopropylethylamine), OCC1=NC2=CC3=C(C=C2C(N1)=O)C(CC3)NC3=CC=C(C(=O)OC(C)(C)C)C=C3 (tert-butyl 4-{N-[(6RS)-2-hydroxymethyl-4-oxo-3,4,7,8-tetrahydro-6H-cyclopenta[g]quinazolin-6-yl]amino}benzoate). Solvent: ClCCl (dichloromethane), C(Cl)Cl (CH2Cl2), COCCOC (DME). Run at time 10 minute. The product is OCC1=NC2=CC3=C(C=C2C(N1)=O)C(CC3)N(CC#C)C3=CC=C(C(=O)OC(C)(C)C)C=C3 (tert-Butyl 4-{N-[(6RS)-2-hydroxymethyl-4-oxo-3,4,7,8-tetrahydro-6H-cyclopenta[g]quinazolin-6yl]-N-(prop-2-ynyl)amino}benzoate). Yield: 76.0%. Reaction SMILES: [OH:1][CH2:2][C:3]1[NH:12][C:11](=[O:13])[C:10]2[C:5](=[CH:6][C:7]3[CH2:16][CH2:15][CH:14]([NH:17][C:18]4[CH:30]=[CH:29][C:21]([C:22]([O:24][C:25]([CH3:28])([CH3:27])[CH3:26])=[O:23])=[CH:20][CH:19]=4)[C:8]=3[CH:9]=2)[N:4]=1.[CH:31](N(C(C)C)CC)([CH3:33])[CH3:32]>C(Cl)Cl.COCCOC>[OH:1][CH2:2][C:3]1[NH:12][C:11](=[O:13])[C:10]2[C:5](=[CH:6][C:7]3[CH2:16][CH2:15][CH:14]([N:17]([C:18]4[CH:30]=[CH:29][C:21]([C:22]([O:24][C:25]([CH3:27])([CH3:26])[CH3:28])=[O:23])=[CH:20][CH:19]=4)[CH2:33][C:31]#[CH:32])[C:8]=3[CH:9]=2)[N:4]=1. Procedure: To a round-bottomed flask containing the salt (propargyl)Co2(CO)6+BF4− (0.390 g, 0.95 mmol) under argon was added anhydrous dichloromethane (dried by distillation over P2O5; 14 ml), a nearly clear solution was obtained. To this solution a suspension of tert-butyl 4-{N-[(6RS)-2-hydroxymethyl-4-oxo-3,4,7,8-tetrahydro-6H-cyclopenta[g]quinazolin-6-yl]amino}benzoate (0.285 g, 0.71 mmol) in anhydrous CH2Cl2 (14 ml) and DME (distilled over CaH2, 20 ml) was added in one portion. The mixture was stirred ... Reactants: C(=C)[Mg]Br (vinylmagnesium bromide), C1(CCCCC1)=C(C#N)C#N (2-(Cyclohexylidene)malononitrile). Solvent: C1CCOC1 (THF). Conditions: time 13 hour. The product is C(=C)C1(CCCCC1)C(C#N)C#N (2-(1-Vinylcyclohexyl)malononitrile). Reaction SMILES: [CH:1]([Mg]Br)=[CH2:2].[C:5]1(=[C:11]([C:14]#[N:15])[C:12]#[N:13])[CH2:10][CH2:9][CH2:8][CH2:7][CH2:6]1>C1COCC1>[CH:1]([C:5]1([CH:11]([C:12]#[N:13])[C:14]#[N:15])[CH2:10][CH2:9][CH2:8][CH2:7][CH2:6]1)=[CH2:2]. Procedure: A solution of vinylmagnesium bromide (1 M in THF, 24 mL, 24 mmol) was added dropwise over 2 min to a solution of the product from Example 145A (730 mg, 4.99 mmol) in THF (8 mL) under nitrogen. The reaction mixture was stirred at room temperature for 13 hours, then quenched by cautious addition of saturated aqueous NH4Cl (25 mL). The mixture was stirred vigorously for 10 minutes, and then diluted with water (10 mL). The aqeuous layer was separated and extracted with EtOAc (25 mL). The combined or...